Dataset: the Open Reaction Database (ORD), a public repository of structured organic reaction records. Task: describe an organic reaction: reactants, conditions, products, and yield Starting materials: ClC1=C(C=CC=C1)C=1N(C=C(N1)C(=O)NC1CCNCC1)C1=CC=C(C=C1)Cl (2-(2-chlorophenyl)-1-(4-chlorophenyl)-N-(4-piperidinyl)-1H-imidazole-4-carboxamide), BrC1=NC=CC=C1 (2-bromopyridine), CC(C)(C)[O-].[Na+] (NaOtBu), C1(=CC=CC=C1)C (toluene). Reagents/catalysts: C=1C=CC(=CC1)/C=C/C(=O)/C=C/C2=CC=CC=C2.C=1C=CC(=CC1)/C=C/C(=O)/C=C/C2=CC=CC=C2.C=1C=CC(=CC1)/C=C/C(=O)/C=C/C2=CC=CC=C2.[Pd].[Pd] (Pd2(dba)3), C=1C=CC(=CC1)P(C=2C=CC=CC2)C3=CC=C4C=CC=CC4=C3C5=C6C=CC=CC6=CC=C5P(C=7C=CC=CC7)C=8C=CC=CC8 (BINAP). Solvent: C(Cl)Cl (CH2Cl2). Product: ClC1=C(C=CC=C1)C=1N(C=C(N1)C(=O)NC1CCN(CC1)C1=NC=CC=C1)C1=CC=C(C=C1)Cl (2-(2-chlorophenyl)-1-(4-chlorophenyl)-N-[1-(2-pyridinyl)-4-piperidinyl]-1H-imidazole-4-carboxamide). The yield is 50.8%. Reaction SMILES: [Cl:1][C:2]1[CH:7]=[CH:6][CH:5]=[CH:4][C:3]=1[C:8]1[N:9]([C:22]2[CH:27]=[CH:26][C:25]([Cl:28])=[CH:24][CH:23]=2)[CH:10]=[C:11]([C:13]([NH:15][CH:16]2[CH2:21][CH2:20][NH:19][CH2:18][CH2:17]2)=[O:14])[N:12]=1.Br[C:30]1[CH:35]=[CH:34][CH:33]=[CH:32][N:31]=1.CC([O-])(C)C.[Na+].C1(C)C=CC=CC=1>C(Cl)Cl.C1C=CC(/C=C/C(/C=C/C2C=CC=CC=2)=O)=CC=1.C1C=CC(/C=C/C(/C=C/C2C=CC=CC=2)=O)=CC=1.C1C=CC(/C=C/C(/C=C/C2C=CC=CC=2)=O)=CC=1.[Pd].[Pd].C1C=CC(P(C2C(C3C(P(C4C=CC=CC=4)C4C=CC=CC=4)=CC=C4C=3C=CC=C4)=C3C(C=CC=C3)=CC=2)C2C=CC=CC=2)=CC=1>[Cl:1][C:2]1[CH:7]=[CH:6][CH:5]=[CH:4][C:3]=1[C:8]1[N:9]([C:22]2[CH:23]=[CH:24][C:25]([Cl:28])=[CH:26][CH:27]=2)[CH:10]=[C:11]([C:13]([NH:15][CH:16]2[CH2:17][CH2:18][N:19]([C:30]3[CH:35]=[CH:34][CH:33]=[CH:32][N:31]=3)[CH2:20][CH2:21]2)=[O:14])[N:12]=1 |f:2.3,6.7.8.9.10|. Procedure details: A flask was charged with 2-(2-chlorophenyl)-1-(4-chlorophenyl)-N-(4-piperidinyl)-1H-imidazole-4-carboxamide (Example 37) (100 mg, 0.24 mmol), 2-bromopyridine (0.55 mg, 0.22 mmol), Pd2(dba)3 (38 mg, 0.24 mmol), BINAP (1.18 mg, 0.0019 mmol), NaOtBu (33.6 mg, 0.35 mmol), and toluene (2 mL). The reaction mixture was heated at reflux overnight, cooled to rt, and diluted with CH2Cl2. The solid was filtered off. The solvent was evaporated. The residue was purified by flash chromatography (33% EtOAc in ... Reactants: BrC=1N=C(C=2N(C1)C=CN2)SC (6-bromo-8-methylsulfanyl-imidazo[1,2-a]pyrazine), C1CC(=O)N(C1=O)I (NIS). Run in CN(C)C=O (DMF). Reaction conditions: temperature 60 celsius, time 18 hour. Yields the product BrC=1N=C(C=2N(C1)C(=CN2)I)SC (6-bromo-3-iodo-8-methylsulfanyl-imidazo[1,2-a]pyrazine). Yield: 80.1%. RXN SMILES: [Br:1][C:2]1[N:3]=[C:4]([S:11][CH3:12])[C:5]2[N:6]([CH:8]=[CH:9][N:10]=2)[CH:7]=1.C1C(=O)N([I:20])C(=O)C1>CN(C=O)C>[Br:1][C:2]1[N:3]=[C:4]([S:11][CH3:12])[C:5]2[N:6]([C:8]([I:20])=[CH:9][N:10]=2)[CH:7]=1. Procedure: To a stirred solution of 6-bromo-8-methylsulfanyl-imidazo[1,2-a]pyrazine (210.0 g, 860.3 mmol) in DMF (4200 mL) was added NIS (212.9 g, 946.3 mmol, 1.1 eq) in one portion at rt. After 18 h stirring at 60° C. the dark solution was evaporated and the brown residue was dissolved in DCM (7 L), washed with water (2×5 L) and sole (2×5 L) and dried over sodium sulphate. Crystallization by careful removal of solvent yielded 255 g (80.1%) 6-bromo-3-iodo-8-methylsulfanyl-imidazo[1,2-a]pyrazine: 1H-NMR (30...